Dataset: the Open Reaction Database (ORD), a public repository of structured organic reaction records. Task: describe an organic reaction: reactants, conditions, products, and yield The reactants are ClC1=NC=2C=3N(C(CC2C=C1)CCN1CC(C1)F)C=1C=CC=C(C1C3)F (2-chloro-11-fluoro-6-(2-(3-fluoroazetidin-1-yl)ethyl)-5,6-dihydroindolo[1,2-h][1,7]naphthyridine), CNC(=O)C1=C(OC2=C1C=C(C(=C2)N(S(=O)(=O)C)C)B2OC(C(O2)(C)C)(C)C)C=2C=NC(=CC2)C (N-methyl-6-(N-methylmethylsulfonamido)-2-(6-methylpyridin-3-yl)-5-(4,4,5,5-tetramethyl-1,3,2-dioxaborolan-2-yl)benzofuran-3-carboxamide), C(=O)([O-])[O-].[K+].[K+] (K2CO3), CC(C)C1=CC(=C(C(=C1)C(C)C)C2=C(C=CC=C2)P(C3CCCCC3)C4CCCCC4)C(C)C (X-Phos). Reagents/catalysts: C=1C=CC(=CC1)/C=C/C(=O)/C=C/C2=CC=CC=C2.C=1C=CC(=CC1)/C=C/C(=O)/C=C/C2=CC=CC=C2.C=1C=CC(=CC1)/C=C/C(=O)/C=C/C2=CC=CC=C2.[Pd].[Pd] (Pd2(dba)3). The solvent is O1CCOCC1.O (dioxane H2O). Conditions: temperature 110 celsius, time 4 hour. Product: desired product, FC=1C=2C=C3N(C(CC=4C=CC(=NC34)C=3C(=CC4=C(C(=C(O4)C=4C=NC(=CC4)C)C(=O)NC)C3)N(S(=O)(=O)C)C)CCN3CC(C3)F)C2C=CC1 (5-(11-fluoro-6-(2-(3-fluoroazetidin-1-yl)ethyl)-5,6-dihydroindolo[1,2-h][1,7]naphthyridin-2-yl)-N-methyl-6-(N-methylmethylsulfonamido)-2-(6-methylpyridin-3-yl)benzofuran-3-carboxamide). The yield is 44.5%. Reaction SMILES: Cl[C:2]1[CH:11]=[CH:10][C:9]2[CH2:8][CH:7]([CH2:12][CH2:13][N:14]3[CH2:17][CH:16]([F:18])[CH2:15]3)[N:6]3[C:19]4[CH:20]=[CH:21][CH:22]=[C:23]([F:26])[C:24]=4[CH:25]=[C:5]3[C:4]=2[N:3]=1.[CH3:27][NH:28][C:29]([C:31]1[C:35]2[CH:36]=[C:37](B3OC(C)(C)C(C)(C)O3)[C:38]([N:40]([CH3:45])[S:41]([CH3:44])(=[O:43])=[O:42])=[CH:39][C:34]=2[O:33][C:32]=1[C:55]1[CH:56]=[N:57][C:58]([CH3:61])=[CH:59][CH:60]=1)=[O:30].C([O-])([O-])=O.[K+].[K+].CC(C1C=C(C(C)C)C(C2C=CC=CC=2P(C2CCCCC2)C2CCCCC2)=C(C(C)C)C=1)C>O1CCOCC1.O.C1C=CC(/C=C/C(/C=C/C2C=CC=CC=2)=O)=CC=1.C1C=CC(/C=C/C(/C=C/C2C=CC=CC=2)=O)=CC=1.C1C=CC(/C=C/C(/C=C/C2C=CC=CC=2)=O)=CC=1.[Pd].[Pd]>[F:26][C:23]1[C:24]2[CH:25]=[C:5]3[C:4]4[N:3]=[C:2]([C:37]5[C:38]([N:40]([CH3:45])[S:41]([CH3:44])(=[O:43])=[O:42])=[CH:39][C:34]6[O:33][C:32]([C:55]7[CH:56]=[N:57][C:58]([CH3:61])=[CH:59][CH:60]=7)=[C:31]([C:29]([NH:28][CH3:27])=[O:30])[C:35]=6[CH:36]=5)[CH:11]=[CH:10][C:9]=4[CH2:8][CH:7]([CH2:12][CH2:13][N:14]4[CH2:17][CH:16]([F:18])[CH2:15]4)[N:6]3[C:19]=2[CH:20]=[CH:21][CH:22]=1 |f:2.3.4,6.7,8.9.10.11.12|. Reported procedure: A mixture of 2-chloro-11-fluoro-6-(2-(3-fluoroazetidin-1-yl)ethyl)-5,6-dihydroindolo[1,2-h][1,7]naphthyridine (100 mg, 0.269 mmol), N-methyl-6-(N-methylmethylsulfonamido)-2-(6-methylpyridin-3-yl)-5-(4,4,5,5-tetramethyl-1,3,2-dioxaborolan-2-yl)benzofuran-3-carboxamide (150 mg, 0.295 mmol), K2CO3 (75 mg, 0.537 mmol), Pd2(dba)3 (15 mg, 0.027 mmol) and X-Phos (10 mg, 0.054 mmol) in dioxane/H2O (4 mL/10 d) was stirred at 110° C. for 4 hours under N2 atmosphere. The mixture was then filtered through C... Starting materials: CC(C)(O)c1ccc(C(=O)Nc2nc3ccc(Br)nc3s2)cc1, Cc1n[nH]cc1B1OC(C)(C)C(C)(C)O1. Product: Cc1n[nH]cc1-c1ccc2nc(NC(=O)c3ccc(C(C)(C)O)cc3)sc2n1. Reaction SMILES: [Br:1][c:2]1[cH:3][cH:4][c:5]2[c:6]([n:7]1)[s:8][c:9]([NH:11][C:12]([c:13]1[cH:14][cH:15][c:16]([C:19]([CH3:20])([CH3:21])[OH:22])[cH:17][cH:18]1)=[O:23])[n:10]2.[CH3:24][c:25]1[n:26][nH:27][cH:28][c:29]1[B:30]1[O:31][C:32]([CH3:33])([CH3:34])[C:35]([CH3:36])([CH3:37])[O:38]1>>[c:2]1(-[c:29]2[c:25]([CH3:24])[n:26][nH:27][cH:28]2)[cH:3][cH:4][c:5]2[c:6]([n:7]1)[s:8][c:9]([NH:11][C:12]([c:13]1[cH:14][cH:15][c:16]([C:19]([CH3:20])([CH3:21])[OH:22])[cH:17][cH:18]1)=[O:23])[n:10]2. The reactants are C(C)(=O)O (acetic acid), COC1=CC2=C(CC(NCC2)=O)C=C1OC (7,8-dimethoxy-1,3,4,5-tetrahydro-2H-3-benzazepin-2-one), [BH4-].[Na+] (sodium borohydride). The solvent is O1CCOCC1 (dioxane), O1CCOCC1 (dioxane). Yields the product COC1=CC2=C(CCNCC2)C=C1OC (7,8-Dimethoxy-2,3,4,5-tetrahydro-1H-3-benzazepine). RXN SMILES: C(O)(=O)C.[CH3:5][O:6][C:7]1[C:18]([O:19][CH3:20])=[CH:17][C:10]2[CH2:11][C:12](=O)[NH:13][CH2:14][CH2:15][C:9]=2[CH:8]=1.[BH4-].[Na+]>O1CCOCC1>[CH3:5][O:6][C:7]1[C:18]([O:19][CH3:20])=[CH:17][C:10]2[CH2:11][CH2:12][NH:13][CH2:14][CH2:15][C:9]=2[CH:8]=1 |f:2.3|. Reported procedure: A solution of 1.8 gm of glacial acetic acid in 10 ml of dioxane was added dropwise to a suspension of 1.3 gm (6 mmols) of 7,8-dimethoxy-1,3,4,5-tetrahydro-2H-3-benzazepin-2-one and 1.1 gm (3 mmols) of sodium borohydride in 20 ml of dioxane; the mixture was refluxed for 3 hours, concentrated by evaporation and mixed with water. The mixture was extracted twice by shaking with methylene chloride; the extract was concentrated by evaporation, and the residue was taken up in ether. After filtering, th... Starting materials: CN(C)CCN1C(=O)CCc2cc([N+](=O)[O-])ccc21, O=C(Cl)Oc1ccccc1, ClCCl. The product is CN(CCN1C(=O)CCc2cc([N+](=O)[O-])ccc21)C(=O)Oc1ccccc1. As a reaction SMILES: [CH3:1][N:2]([CH2:3][CH2:4][N:5]1[C:6](=[O:18])[CH2:7][CH2:8][c:9]2[cH:10][c:11]([N+:15](=[O:16])[O-:17])[cH:12][cH:13][c:14]21)[CH3:19].[Cl:20][C:21](=[O:22])[O:23][c:24]1[cH:25][cH:26][cH:27][cH:28][cH:29]1.[Cl:30][CH2:31][Cl:32]>>[CH3:1][N:2]([CH2:3][CH2:4][N:5]1[C:6](=[O:18])[CH2:7][CH2:8][c:9]2[cH:10][c:11]([N+:15](=[O:16])[O-:17])[cH:12][cH:13][c:14]21)[C:21](=[O:22])[O:23][c:24]1[cH:25][cH:26][cH:27][cH:28][cH:29]1. The reactants are [Li+].[OH-] (LiOH), C(C)(C)(C)OC(=O)N1CCC(CC1)/C=C/C(=O)N1C[C@@H](CCC1)C(=O)OCC (ethyl (R)-1-[3-(1-tert-butoxycarbonyl-4-piperidyl)-(E)-acryloyl]-3-piperidinecarboxylate), CCO (EtOH). The solvent is O (H2O), O1CCCC1 (tetrahydrofuran). Conditions: time 3 hour. The product is C(C)(C)(C)OC(=O)N1CCC(CC1)/C=C/C(=O)N1C[C@@H](CCC1)C(=O)O ((R)-1-[3-(1-tert-butoxycarbonyl-4-piperidyl)-(E)-acryloyl]-3-piperidinecarboxylic acid). Yield: 74.1%. Reaction SMILES: [Li+].[OH-].[C:3]([O:7][C:8]([N:10]1[CH2:15][CH2:14][CH:13](/[CH:16]=[CH:17]/[C:18]([N:20]2[CH2:25][CH2:24][CH2:23][C@@H:22]([C:26]([O:28]CC)=[O:27])[CH2:21]2)=[O:19])[CH2:12][CH2:11]1)=[O:9])([CH3:6])([CH3:5])[CH3:4].CCO>O.O1CCCC1>[C:3]([O:7][C:8]([N:10]1[CH2:11][CH2:12][CH:13](/[CH:16]=[CH:17]/[C:18]([N:20]2[CH2:25][CH2:24][CH2:23][C@@H:22]([C:26]([OH:28])=[O:27])[CH2:21]2)=[O:19])[CH2:14][CH2:15]1)=[O:9])([CH3:6])([CH3:4])[CH3:5] |f:0.1|. Procedure: A solution of LiOH (0.32 g) in H2O (20 ml) was added to a solution of ethyl (R)-1-[3-(1-tert-butoxycarbonyl-4-piperidyl)-(E)-acryloyl]-3-piperidinecarboxylate (4.46 g) in tetrahydrofuran (20 ml)-EtOH (20 ml) at 0° C. The reaction mixture was stirred for 3 hours at the same condition, and the solvent was evaporated in vacuo. The residue was resolved in ethyl acetate-water, and acidified with 10% aq. KHSO4. The whole was washed with water, brine, dried over MgSO4, and evaporated in vacuo, subseque...